This data is from the Open Reaction Database (ORD), a public repository of structured organic reaction records. The task is: describe an organic reaction: reactants, conditions, products, and yield Starting materials: COC([C@@H](NC(=O)OC1(CCC1)C)CC1=CC=CC=C1)=O (N-(1-methylcyclobutyloxycarbonyl)-phenylalanine methyl ester), CO (methanol), S(O)(O)(=O)=O (sulfuric acid), [OH-].[Na+] (sodium hydroxide). Solvent: O (water). Conditions: temperature 25 celsius, time 8 hour. Yields the product CC1(CCC1)OC(=O)N[C@@H](CC1=CC=CC=C1)C(=O)O (N-(1-methylcyclobutyl-oxycarbonyl)-phenylalanine). RXN SMILES: C[O:2][C:3](=[O:21])[C@H:4]([CH2:14][C:15]1[CH:20]=[CH:19][CH:18]=[CH:17][CH:16]=1)[NH:5][C:6]([O:8][C:9]1([CH3:13])[CH2:12][CH2:11][CH2:10]1)=[O:7].CO.[OH-].[Na+].S(=O)(=O)(O)O>O>[CH3:13][C:9]1([O:8][C:6]([NH:5][C@H:4]([C:3]([OH:21])=[O:2])[CH2:14][C:15]2[CH:16]=[CH:17][CH:18]=[CH:19][CH:20]=2)=[O:7])[CH2:10][CH2:11][CH2:12]1 |f:2.3|. Reported procedure: A suspension of 171 mg. (0.74 mM) of phenylalanine methyl ester hydrochloride in 10 ml. of chloroform is cooled to 0°C. and the pH adjusted to 8 by addition of triethylamine. 1-Methylcyclobutyl chloroformate 1.5 mM is added portion-wise at 0°C. and the pH of the reaction is maintained at 8 by addition of triethylamine. Upon completion of the addition, the reaction is stirred overnight at 20°-25°C. The reaction solution is washed successively with 10 ml. portions of a saturated sodium bicarbonate... Starting materials: CC(C)CCNC(=O)c1ccc(N2CCN(C(=O)c3c(C(F)(F)F)nnn3Cc3ccccc3)CC2)nn1, CO, CC(=O)O. Yields the product CC(C)CCNC(=O)c1ccc(N2CCN(C(=O)c3[nH]nnc3C(F)(F)F)CC2)nn1. Reaction SMILES: [CH3:1][CH:2]([CH2:3][CH2:4][NH:5][C:6](=[O:7])[c:8]1[n:9][n:10][c:11]([N:14]2[CH2:15][CH2:16][N:17]([C:20](=[O:21])[c:22]3[n:23]([CH2:31][c:32]4[cH:33][cH:34][cH:35][cH:36][cH:37]4)[n:24][n:25][c:26]3[C:27]([F:28])([F:29])[F:30])[CH2:18][CH2:19]2)[cH:12][cH:13]1)[CH3:38].[CH3:39][OH:40].[CH3:41][C:42](=[O:43])[OH:44]>>[CH3:1][CH:2]([CH2:3][CH2:4][NH:5][C:6](=[O:7])[c:8]1[n:9][n:10][c:11]([N:14]2[CH2:15][CH2:16][N:17]([C:20](=[O:21])[c:22]3[nH:23][n:24][n:25][c:26]3[C:27]([F:28])([F:29])[F:30])[CH2:18][CH2:19]2)[cH:12][cH:13]1)[CH3:38].